Dataset: the Open Reaction Database (ORD), a public repository of structured organic reaction records. Task: describe an organic reaction: reactants, conditions, products, and yield Starting materials: COC1=CC=C(COCCC(=C)CO[Si](C)(C)C(C)(C)C)C=C1 (4-(p-methoxybenzyloxy)-2-(t-butyldimethylsilyloxymethyl)but-1-ene), [F-].C(CCC)[N+](CCCC)(CCCC)CCCC (tetrabutylammonium fluoride). Solvent: C(C)(=O)OCC.CCCCCC (ethyl acetate hexane). The product is COC1=CC=C(COCCC(=C)CO)C=C1 (4-(p-Methoxybenzyloxy)-2-hydroxymethylbut-1-ene). As a reaction SMILES: [CH3:1][O:2][C:3]1[CH:23]=[CH:22][C:6]([CH2:7][O:8][CH2:9][CH2:10][C:11]([CH2:13][O:14][Si](C(C)(C)C)(C)C)=[CH2:12])=[CH:5][CH:4]=1.[F-].C([N+](CCCC)(CCCC)CCCC)CCC>C(OCC)(=O)C.CCCCCC>[CH3:1][O:2][C:3]1[CH:4]=[CH:5][C:6]([CH2:7][O:8][CH2:9][CH2:10][C:11]([CH2:13][OH:14])=[CH2:12])=[CH:22][CH:23]=1 |f:1.2,3.4|. Procedure details: Combine 4-(p-methoxybenzyloxy)-2-(t-butyldimethylsilyloxymethyl)but-1-ene (1.5 g, 4.75 mmol) and a solution of tetrabutylammonium fluoride (4.75 mL, 1M, 4.75 mmol). After 2.5 hours chromatograph on silica gel eluting with 1/2 ethyl acetate/hexane to give the title compound; Rf =0.24, silica gel, 1/2 ethyl acetate/hexane. Reactants: C1(CCC1)CC(=O)O (cyclobutylacetic acid), Cl.CN1CCN(CC1)C1=NC(=NC(=C1)C1=CC=C2CCNCC2=C1)N (4-(4-methylpiperazin-1-yl)-6-(1,2,3,4-tetrahydroisoquinolin-7-yl)pyrimidin-2-amine HCl salt). The product is C1(CCC1)CC(=O)N1CC2=CC(=CC=C2CC1)C1=NC(=NC(=C1)N1CCN(CC1)C)N (4-[2-(Cyclobutylacetyl)-1,2,3,4-tetrahydroisoquinolin-7-yl]-6-(4-methylpiperazin-1-yl)pyrimidin-2-amine). RXN SMILES: [CH:1]1([CH2:5][C:6]([OH:8])=O)[CH2:4][CH2:3][CH2:2]1.Cl.[CH3:10][N:11]1[CH2:16][CH2:15][N:14]([C:17]2[CH:22]=[C:21]([C:23]3[CH:32]=[C:31]4[C:26]([CH2:27][CH2:28][NH:29][CH2:30]4)=[CH:25][CH:24]=3)[N:20]=[C:19]([NH2:33])[N:18]=2)[CH2:13][CH2:12]1>>[CH:1]1([CH2:5][C:6]([N:29]2[CH2:28][CH2:27][C:26]3[C:31](=[CH:32][C:23]([C:21]4[CH:22]=[C:17]([N:14]5[CH2:13][CH2:12][N:11]([CH3:10])[CH2:16][CH2:15]5)[N:18]=[C:19]([NH2:33])[N:20]=4)=[CH:24][CH:25]=3)[CH2:30]2)=[O:8])[CH2:2][CH2:3][CH2:4]1 |f:1.2|. Reported procedure: This compound was prepared by using procedures analogous to those described for the synthesis of Example 41 starting from cyclobutylacetic acid and 4-(4-methylpiperazin-1-yl)-6-(1,2,3,4-tetrahydroisoquinolin-7-yl)pyrimidin-2-amine HCl salt. Analytic LCMS (M+H)+: m/z=421.1. The reactants are O (water), O=C1C(CCC1=CCCC1=CC=CC=C1)C(=O)OC (methyl 2-oxo-3-(3-phenylpropyl-1-yl)cyclopentanecarboxylate), CO (methanol), P(Cl)(Cl)(Cl)(Cl)Cl (phosphorus pentachloride). Solvent: CCCCCC (hexane). Run at time 15 minute. Product: ClC1=C(CCC1=CCCC1=CC=CC=C1)C(=O)OC (methyl 2-chloro-3-(3-phenylpropyl-1-yl)-1-cyclopentenecarboxylate). Isolated yield 19.0%. As a reaction SMILES: O=[C:2]1[C:6](=[CH:7][CH2:8][CH2:9][C:10]2[CH:15]=[CH:14][CH:13]=[CH:12][CH:11]=2)[CH2:5][CH2:4][CH:3]1[C:16]([O:18][CH3:19])=[O:17].P(Cl)(Cl)(Cl)(Cl)[Cl:21].CO.O>CCCCCC>[Cl:21][C:2]1[C:6](=[CH:7][CH2:8][CH2:9][C:10]2[CH:15]=[CH:14][CH:13]=[CH:12][CH:11]=2)[CH2:5][CH2:4][C:3]=1[C:16]([O:18][CH3:19])=[O:17]. Procedure: To a mixture of methyl 2-oxo-3-(3-phenylpropyl-1-yl)cyclopentanecarboxylate (1 g, 3.8 mmol) in hexane (40 mL) is added phosphorus pentachloride (1.5 g, 7.6 mmol). The mixture is heated under reflux for 2.5 hours. The solution is cooled in ice and methanol (few mL) is added. The mixture is stirred at room temperature for 15 minutes. The mixture is poured into water and is extracted with hexane. The organic layer is washed with water and is dried over MgSO4. The organic layer is removed in vacuo a... Reactants: ClCCl, OCc1nnc(-c2ccc(OCCCN3CCCCC3)cc2)o1, O=S(Cl)Cl. The product is ClCc1nnc(-c2ccc(OCCCN3CCCCC3)cc2)o1. As a reaction SMILES: [Cl:28][CH2:29][Cl:30].[N:1]1([CH2:7][CH2:8][CH2:9][O:10][c:11]2[cH:12][cH:13][c:14](-[c:17]3[n:18][n:19][c:20]([CH2:22][OH:23])[o:21]3)[cH:15][cH:16]2)[CH2:2][CH2:3][CH2:4][CH2:5][CH2:6]1.[S:24]([Cl:25])([Cl:26])=[O:27]>>[N:1]1([CH2:7][CH2:8][CH2:9][O:10][c:11]2[cH:12][cH:13][c:14](-[c:17]3[n:18][n:19][c:20]([CH2:22][Cl:26])[o:21]3)[cH:15][cH:16]2)[CH2:2][CH2:3][CH2:4][CH2:5][CH2:6]1. Reactants: CC12C(C(CC1C1CCC=3C=C(C=CC3C1CC2)O)CC2=CC=NC=C2)O (13-Methyl-16-pyridin-4-ylmethyl-7,8,9,11,12,13,14,15,16,17-decahydro-6H-cyclopenta[a]phenanthrene-3,17-diol), C([O-])([O-])=O.[K+].[K+] (potassium carbonate), CN(C)C=O (DMF), C(C1=CC=CC=C1)Br (Benzyl bromide). Conditions: time 2 day. The product is C[C@]12CC[C@H]3[C@H]([C@@H]1CCC2=O)CCC4=C3C=CC(=C4)OCC5=CC=CC=C5 (estrone benzyl ether). Yield: 92.0%. RXN SMILES: [CH3:1][C:2]12[CH2:18][CH2:17][CH:16]3[CH:7]([CH2:8]CC4C=C(O)C=CC=43)[CH:6]1[CH2:5][CH:4]([CH2:20][C:21]1[CH:26]=[CH:25]N=[CH:23][CH:22]=1)[CH:3]2[OH:27].[C:28](=[O:31])([O-])[O-].[K+].[K+].C(Br)[C:35]1[CH:40]=[CH:39][CH:38]=[CH:37][CH:36]=1.[CH3:42]N(C=O)C>>[CH3:1][C@@:2]12[C:3](=[O:27])[CH2:8][CH2:7][C@H:6]1[C@@H:5]1[CH2:4][CH2:20][C:21]3[CH:22]=[C:23]([O:31][CH2:28][C:35]4[CH:40]=[CH:39][CH:38]=[CH:37][CH:36]=4)[CH:42]=[CH:25][C:26]=3[C@H:16]1[CH2:17][CH2:18]2 |f:1.2.3|. Procedure: To a stirred solution of 2-ethyl estrone 1 (10.00 g, 33.5 mmol) in anhydrous DMF (100 ml) under inert atmosphere was added potassium carbonate (14.0 g, 100 mmol) followed by Benzyl bromide (4.78 ml, 40 mmol). The reaction was left to stir at r.t. over 2 days. The solid obtained was filtered using a Buchner funnel, dissolved in DCM, filtered to remove any inorganics and concentrated to obtain a white solid. The white solid obtained was re-crystallised with DCM:MeOH (90:10) to obtain the pure prod...